From a dataset of the Open Reaction Database (ORD), a public repository of structured organic reaction records. describe an organic reaction: reactants, conditions, products, and yield Yields the product CC1Oc2cc(cnc2N)c3c(CN(C)C(=O)c4ncccc14)n(C)nc3C(C)(C)C. Reagents/catalysts: c1ccc(cc1)-c2c3ccccc3cc4ccccc24 (9-Phenylanthracene), CC(=O)[O-].[K+] (KOAc), P([C@]12C[C@@H]3C[C@H](C2)C[C@@H](C1)C3)([C@]12C[C@@H]3C[C@@H](C2)C[C@@H](C1)C3)CCCC (cataCXium A), C(O[Pd]OC(C)=O)(C)=O (Pd(OAc)2). As a reaction SMILES: [CH3:1][CH:2]([c:11]1[c:16]([C:17]([N:19]([CH2:21][c:22]2[n:26]([CH3:27])[n:25][c:24]([C:28]([CH3:31])([CH3:30])[CH3:29])[cH:23]2)[CH3:20])=[O:18])[n:15][cH:14][cH:13][cH:12]1)[O:3][c:4]3[c:9]([NH2:10])[n:8][cH:7][c:6](I)[cH:5]3.I[Cu]>>[CH3:1][CH:2]1[c:11]([c:16]2[C:17](=[O:18])[N:19]([CH3:20])[CH2:21][c:22]3[c:23]([c:24]([C:28]([CH3:31])([CH3:30])[CH3:29])[n:25][n:26]3[CH3:27])[c:6]4[cH:5][c:4]([c:9]([NH2:10])[n:8][cH:7]4)[O:3]1)[cH:12][cH:13][cH:14][n:15]2. Reactants: [Cu]I, c1(c(ncc(c1)I)N)O[C@H](C)c1c(C(N(Cc2n(nc(c2)C(C)(C)C)C)C)=O)nccc1. Run at time nan hour. The solvent is CCC(C)(C)O (t-AmOH). The reactants are O=C([O-])[O-], CCOCOCC(CCCSC(C)=O)NC(=O)c1ccc(Oc2ccccc2)cc1, CO, Cl, [K+], [K+]. The product is CCOCOCC(CCCS)NC(=O)c1ccc(Oc2ccccc2)cc1. As a reaction SMILES: [C:1](=[O:2])([O-:3])[O-:4].[C:7](=[O:8])([CH3:9])[S:10][CH2:11][CH2:12][CH2:13][CH:14]([CH2:15][O:16][CH2:17][O:18][CH2:19][CH3:20])[NH:21][C:22](=[O:23])[c:24]1[cH:25][cH:26][c:27]([O:30][c:31]2[cH:32][cH:33][cH:34][cH:35][cH:36]2)[cH:28][cH:29]1.[CH3:38][OH:39].[ClH:37].[K+:5].[K+:6]>>[SH:10][CH2:11][CH2:12][CH2:13][CH:14]([CH2:15][O:16][CH2:17][O:18][CH2:19][CH3:20])[NH:21][C:22](=[O:23])[c:24]1[cH:25][cH:26][c:27]([O:30][c:31]2[cH:32][cH:33][cH:34][cH:35][cH:36]2)[cH:28][cH:29]1. The reactants are C(CCC(=O)O)(=O)O.OCCOCCNC(=N)N (2-(2-hydroxyethoxy)ethylguanidine succinate), C(C)(=O)[O-] (acetate), two, 4-N,N-dimethylaminopyridine, C(C)(=O)OC(C)=O (acetic anhydride). Solvent: C(C)N(CC)CC (triethylamine). Conditions: time 1 hour. Product: C(C)(=O)OCCOCCNC(=N)N (2-(2-guanidinoethoxy)ethyl acetate). Yield: 40.0%. Reaction SMILES: C(O)(=O)C[CH2:3][C:4]([OH:6])=[O:5].O[CH2:10][CH2:11][O:12][CH2:13][CH2:14][NH:15][C:16]([NH2:18])=[NH:17].C(OC(=O)C)(=O)C.C([O-])(=O)C>C(N(CC)CC)C>[C:4]([O:6][CH2:10][CH2:11][O:12][CH2:13][CH2:14][NH:15][C:16]([NH2:18])=[NH:17])(=[O:5])[CH3:3] |f:0.1|. Reported procedure: 2.06 g (9.99 mmol) of 2-(2-hydroxyethoxy)ethylguanidine succinate, 8 ml of triethylamine, 0.122 mg (1.0 mmol) of 4-N,N-dimethylaminopyridine and 1.02 g (9.99 mmol) of acetic anhydride were placed in a 50 ml two neck flask and were stirred for 1 hour at room temperature. After the upper phase was removed by decantation, the obtained crude product was washed five times with 50 ml of diethylether. The product was purified by a silica gel column chromatography (eluent, chloroform/ethanol=2/1 contain... Starting materials: [Si](C)(C)(C(C)(C)C)OC(C(C(=O)OCC)NC)C=1C(=NC=CC1)Cl (ethyl 3-t-butyldimethylsilyloxy-3-(2-chloropyridin-3-yl)-2-methylaminopropionate), N12CCCN=C2CCC1 (1,5-diazabicyclo[4.3.0]non-5-ene), [Cl-].[NH4+] (ammonium chloride). Solvent: CN(C=O)C (dimethylformamide). Yields the product CN1C(=CC2=CC=CN=C12)C(=O)OCC (Ethyl 1-methyl-7-azaindole-2-carboxylate). The yield is 27.6%. As a reaction SMILES: [Si](O[CH:9]([C:18]1[C:19](Cl)=[N:20][CH:21]=[CH:22][CH:23]=1)[CH:10]([NH:16][CH3:17])[C:11]([O:13][CH2:14][CH3:15])=[O:12])(C(C)(C)C)(C)C.N12CCCC1=NCCC2.[Cl-].[NH4+]>CN(C)C=O>[CH3:17][N:16]1[C:19]2[C:18](=[CH:23][CH:22]=[CH:21][N:20]=2)[CH:9]=[C:10]1[C:11]([O:13][CH2:14][CH3:15])=[O:12] |f:2.3|. Reported procedure: A solution of 994 mg of ethyl 3-t-butyldimethylsilyloxy-3-(2-chloropyridin-3-yl)-2-methylaminopropionate (prepared as described in Preparation 79) and 393 mg of 1,5-diazabicyclo[4.3.0]non-5-ene in 5 ml of dimethylformamide was stirred at 150° C. for 5 hours. At the end of this time, the reaction mixture was poured into a saturated aqueous solution of ammonium chloride, after which it was extracted with ethyl acetate. The extract was washed with an aqueous solution of sodium chloride and dried ov...